From a dataset of the Open Reaction Database (ORD), a public repository of structured organic reaction records. describe an organic reaction: reactants, conditions, products, and yield The reactants are COCOc1cc(Br)c(OCOC)c(COC)c1, C1CCOC1, CCCCOCCCC, COC(=O)C1=C(OS(=O)(=O)C(F)(F)F)CCC1, CCOCC, [Li]c1ccccc1, O=S(=O)([O-])C(F)(F)F, c1ccc(P(c2ccccc2)(c2ccccc2)[Pd](P(c2ccccc2)(c2ccccc2)c2ccccc2)(P(c2ccccc2)(c2ccccc2)c2ccccc2)P(c2ccccc2)(c2ccccc2)c2ccccc2)cc1. The product is COCOc1cc(COC)c(OCOC)c(C2=C(C(=O)OC)CCC2)c1. Reaction SMILES: [Br:1][c:2]1[c:3]([O:15][CH2:16][O:17][CH3:18])[c:4]([CH2:12][O:13][CH3:14])[cH:5][c:6]([O:8][CH2:9][O:10][CH3:11])[cH:7]1.[CH2:51]1[O:52][CH2:53][CH2:54][CH2:55]1.[CH2:56]([O:57][CH2:58][CH2:59][CH2:60][CH3:61])[CH2:62][CH2:63][CH3:64].[CH3:26][O:27][C:28](=[O:29])[C:30]1=[C:31]([O:35][S:36]([C:37]([F:38])([F:39])[F:40])(=[O:41])=[O:42])[CH2:32][CH2:33][CH2:34]1.[CH3:65][CH2:66][O:67][CH2:68][CH3:69].[Li:19][c:20]1[cH:21][cH:22][cH:23][cH:24][cH:25]1.[O-:43][S:44]([C:45]([F:46])([F:47])[F:48])(=[O:49])=[O:50].[cH:70]1[cH:71][cH:72][c:73]([P:74]([Pd:75]([P:76]([c:77]2[cH:78][cH:79][cH:80][cH:81][cH:82]2)([c:83]2[cH:84][cH:85][cH:86][cH:87][cH:88]2)[c:89]2[cH:90][cH:91][cH:92][cH:93][cH:94]2)([P:95]([c:96]2[cH:97][cH:98][cH:99][cH:100][cH:101]2)([c:102]2[cH:103][cH:104][cH:105][cH:106][cH:107]2)[c:108]2[cH:109][cH:110][cH:111][cH:112][cH:113]2)[P:114]([c:115]2[cH:116][cH:117][cH:118][cH:119][cH:120]2)([c:121]2[cH:122][cH:123][cH:124][cH:125][cH:126]2)[c:127]2[cH:128][cH:129][cH:130][cH:131][cH:132]2)([c:133]2[cH:134][cH:135][cH:136][cH:137][cH:138]2)[c:139]2[cH:140][cH:141][cH:142][cH:143][cH:144]2)[cH:145][cH:146]1>>[c:2]1([C:31]2=[C:30]([C:28]([O:27][CH3:26])=[O:29])[CH2:34][CH2:33][CH2:32]2)[c:3]([O:15][CH2:16][O:17][CH3:18])[c:4]([CH2:12][O:13][CH3:14])[cH:5][c:6]([O:8][CH2:9][O:10][CH3:11])[cH:7]1. Starting materials: C=CCCN1CCN(c2ccc(-c3ccc(C#N)cc3)cc2)C1=O, ClCCl, CC#N, [O-][I+3]([O-])([O-])[O-], [Na+], O, O, O, O, Cl[Ru](Cl)Cl. Yields the product N#Cc1ccc(-c2ccc(N3CCN(CCC(=O)O)C3=O)cc2)cc1. Reaction SMILES: [CH2:1]([CH2:2][CH:3]=[CH2:4])[N:5]1[C:6](=[O:24])[N:7]([c:10]2[cH:11][cH:12][c:13](-[c:16]3[cH:17][cH:18][c:19]([C:22]#[N:23])[cH:20][cH:21]3)[cH:14][cH:15]2)[CH2:8][CH2:9]1.[CH2:32]([Cl:33])[Cl:34].[CH3:35][C:36]#[N:37].[I+3:25]([O-:26])([O-:27])([O-:28])[O-:29].[Na+:30].[OH2:31].[OH2:38].[OH2:39].[OH2:40].[Ru:41]([Cl:42])([Cl:43])[Cl:44]>>[CH2:1]([CH2:2][C:3]([OH:26])=[O:31])[N:5]1[C:6](=[O:24])[N:7]([c:10]2[cH:11][cH:12][c:13](-[c:16]3[cH:17][cH:18][c:19]([C:22]#[N:23])[cH:20][cH:21]3)[cH:14][cH:15]2)[CH2:8][CH2:9]1. Starting materials: BrC1=CC(=CC=2OC3=C(C21)C=CC=C3)Br (1,3-Dibromodibenzofuran), C(CCC)[Li] (butyllithium), CCCCCC (hexane), CN(C)C=O (DMF), rust. The solvent is C1CCOC1 (THF). Reaction conditions: temperature -50 celsius. Product: C(=O)C1=CC(=CC=2OC3=C(C21)C=CC=C3)Br (1-Formyl-3-bromodibenzofuran). Reaction SMILES: Br[C:2]1[C:10]2[C:9]3[CH:11]=[CH:12][CH:13]=[CH:14][C:8]=3[O:7][C:6]=2[CH:5]=[C:4]([Br:15])[CH:3]=1.C([Li])CCC.CCCCCC.CN([CH:30]=[O:31])C>C1COCC1>[CH:30]([C:2]1[C:10]2[C:9]3[CH:11]=[CH:12][CH:13]=[CH:14][C:8]=3[O:7][C:6]=2[CH:5]=[C:4]([Br:15])[CH:3]=1)=[O:31]. Procedure: To a stirred solution of the 1,3-dibromobenzofuran 11 (10 g, 30.9 mmol) in anhydrous THF (250 mL) at -78° C. under nitrogen was added a 2.5M butyllithium in hexane solution (13.6 mL, 33.9 mmol). The resulting red solution was warmed to -50° C. and held there for 10 min. before anhydrous DMF (2.6 mL, 33.9 mmol) was added dropwise. The resulting rust colored solution was stirred an additional 20 min. at -50° to -40° C. before being quenched with saturated ammonium chloride solution (25 mL). The TH... The reactants are CC(C)O, CN1C(=O)C(F)(F)CN(CCCc2ccccc2)c2nc(Cl)ncc21, ClCCl, COc1cc(C(=O)NC2CCN(C)CC2)ccc1N, [Na+], [Na+], O=C([O-])[O-], O, Cc1ccc(S(=O)(=O)O)cc1. Yields the product COc1cc(C(=O)NC2CCN(C)CC2)ccc1Nc1ncc2c(n1)N(CCCc1ccccc1)CC(F)(F)C(=O)N2C. RXN SMILES: [CH:66]([OH:67])([CH3:68])[CH3:69].[Cl:1][c:2]1[n:3][cH:4][c:5]2[c:6]([n:25]1)[N:7]([CH2:16][CH2:17][CH2:18][c:19]1[cH:20][cH:21][cH:22][cH:23][cH:24]1)[CH2:8][C:9]([F:14])([F:15])[C:10](=[O:13])[N:11]2[CH3:12].[Cl:63][CH2:64][Cl:65].[NH2:26][c:27]1[c:28]([O:43][CH3:44])[cH:29][c:30]([C:31](=[O:32])[NH:33][CH:34]2[CH2:35][CH2:36][N:37]([CH3:40])[CH2:38][CH2:39]2)[cH:41][cH:42]1.[Na+:57].[Na+:58].[O-:59][C:60](=[O:61])[O-:62].[OH2:45].[c:46]1([CH3:47])[cH:48][cH:49][c:50]([S:51]([OH:52])(=[O:53])=[O:54])[cH:55][cH:56]1>>[c:2]1([NH:26][c:27]2[c:28]([O:43][CH3:44])[cH:29][c:30]([C:31](=[O:32])[NH:33][CH:34]3[CH2:35][CH2:36][N:37]([CH3:40])[CH2:38][CH2:39]3)[cH:41][cH:42]2)[n:3][cH:4][c:5]2[c:6]([n:25]1)[N:7]([CH2:16][CH2:17][CH2:18][c:19]1[cH:20][cH:21][cH:22][cH:23][cH:24]1)[CH2:8][C:9]([F:14])([F:15])[C:10](=[O:13])[N:11]2[CH3:12]. The reactants are CC1=C(C=CC(=C1)OCCN(C)C(=O)OC(C)(C)C)NC(C1=CC=C(C=C1)N1CCN(CC1)C(=O)OC(C)(C)C)=O (N-(2-methyl-4-(2-(1,1-dimethylethoxycarbonyl(methyl)amino)ethoxy)phenyl)-4-(4-(1,1-dimethylethoxycarbonyl)piperazin-1-yl)benzamide), Cl (HCl). Run in CCOC(=O)C (EtOAc). Conditions: temperature 0 celsius. Product: CC1=C(C=CC(=C1)OCCNC)NC(C1=CC=C(C=C1)N1CCNCC1)=O (N-(2-methyl-4-(2-methylaminoethoxy)phenyl)-4-(1-piperazinyl)benzamide). The yield is 43.6%. RXN SMILES: [CH3:1][C:2]1[CH:7]=[C:6]([O:8][CH2:9][CH2:10][N:11](C(OC(C)(C)C)=O)[CH3:12])[CH:5]=[CH:4][C:3]=1[NH:20][C:21](=[O:41])[C:22]1[CH:27]=[CH:26][C:25]([N:28]2[CH2:33][CH2:32][N:31](C(OC(C)(C)C)=O)[CH2:30][CH2:29]2)=[CH:24][CH:23]=1.Cl>CCOC(C)=O>[CH3:1][C:2]1[CH:7]=[C:6]([O:8][CH2:9][CH2:10][NH:11][CH3:12])[CH:5]=[CH:4][C:3]=1[NH:20][C:21](=[O:41])[C:22]1[CH:27]=[CH:26][C:25]([N:28]2[CH2:29][CH2:30][NH:31][CH2:32][CH2:33]2)=[CH:24][CH:23]=1. Procedure: To a 100 mL round bottomed flask with a stirring bar and a gas dispersion tube was added N-(2-methyl-4-(2-(1,1-dimethylethoxycarbonyl(methyl)amino)ethoxy)phenyl)-4-(4-(1,1-dimethylethoxycarbonyl)piperazin-1-yl)benzamide (0.620 g, 1.09 mmol) and 40 mL of dry EtOAc. This well stirred solution was cooled to 0° C. in an ice bath and was saturated with HCl gas for over 15 min. The reaction was aged for an hour and excess HCl was removed with a stream of argon. Removal of EtOAc in vacuo and the crude ... Starting materials: COCCN, CN1CCCC1=O, O=C(Nc1cccc2c(Cl)ccnc12)c1c(Cl)cccc1Cl, O. Product: COCCNc1ccnc2c(NC(=O)c3c(Cl)cccc3Cl)cccc12. Reaction SMILES: [CH3:23][O:24][CH2:25][CH2:26][NH2:27].[CH3:29][N:30]1[CH2:31][CH2:32][CH2:33][C:34]1=[O:35].[Cl:1][c:2]1[cH:3][cH:4][n:5][c:6]2[c:7]([NH:12][C:13]([c:14]3[c:15]([Cl:21])[cH:16][cH:17][cH:18][c:19]3[Cl:20])=[O:22])[cH:8][cH:9][cH:10][c:11]12.[OH2:28]>>[c:2]1([NH:27][CH2:26][CH2:25][O:24][CH3:23])[cH:3][cH:4][n:5][c:6]2[c:7]([NH:12][C:13]([c:14]3[c:15]([Cl:21])[cH:16][cH:17][cH:18][c:19]3[Cl:20])=[O:22])[cH:8][cH:9][cH:10][c:11]12. Starting materials: COC(=O)Cn1c(C)c(Cc2ccsc2S(=O)(=O)c2ccccc2)c2cc(F)ccc21, CO, Cl, [Na+], C1CCOC1, [OH-]. Yields the product Cc1c(Cc2ccsc2S(=O)(=O)c2ccccc2)c2cc(F)ccc2n1CC(=O)O. As a reaction SMILES: [CH3:1][O:2][C:3]([CH2:4][n:5]1[c:6]([CH3:30])[c:7]([CH2:15][c:16]2[c:17]([S:21](=[O:22])(=[O:23])[c:24]3[cH:25][cH:26][cH:27][cH:28][cH:29]3)[s:18][cH:19][cH:20]2)[c:8]2[cH:9][c:10]([F:14])[cH:11][cH:12][c:13]12)=[O:31].[CH3:40][OH:41].[ClH:39].[Na+:38].[O:32]1[CH2:33][CH2:34][CH2:35][CH2:36]1.[OH-:37]>>[O:2]=[C:3]([CH2:4][n:5]1[c:6]([CH3:30])[c:7]([CH2:15][c:16]2[c:17]([S:21](=[O:22])(=[O:23])[c:24]3[cH:25][cH:26][cH:27][cH:28][cH:29]3)[s:18][cH:19][cH:20]2)[c:8]2[cH:9][c:10]([F:14])[cH:11][cH:12][c:13]12)[OH:31].